From a dataset of the Open Reaction Database (ORD), a public repository of structured organic reaction records. describe an organic reaction: reactants, conditions, products, and yield Starting materials: ClC1=C(C=C(OC2=C(C=C(C(=O)NS(=O)(=O)C)C=C2)C2=CC=NN2C2OCCCC2)C=C1)CC (4-(4-chloro-3-ethylphenoxy)-N-(methylsulfonyl)-3-(1-(tetrahydro-2H-pyran-2-yl)-1H-pyrazol-5-yl)benzamide). Solvent: Cl (hydrogen chloride), O1CCOCC1 (dioxane). Reaction conditions: time 3 hour. Yields the product Cl.ClC1=C(C=C(OC2=C(C=C(C(=O)NS(=O)(=O)C)C=C2)C2=CC=NN2)C=C1)CC (4-(4-chloro-3-ethylphenoxy)-N-(methylsulfonyl)-3-(1H-pyrazol-5-yl)benzamide hydrochloride salt). Yield: 87.7%. As a reaction SMILES: [Cl:1][C:2]1[CH:32]=[CH:31][C:5]([O:6][C:7]2[CH:19]=[CH:18][C:10]([C:11]([NH:13][S:14]([CH3:17])(=[O:16])=[O:15])=[O:12])=[CH:9][C:8]=2[C:20]2[N:24](C3CCCCO3)[N:23]=[CH:22][CH:21]=2)=[CH:4][C:3]=1[CH2:33][CH3:34]>Cl.O1CCOCC1>[ClH:1].[Cl:1][C:2]1[CH:32]=[CH:31][C:5]([O:6][C:7]2[CH:19]=[CH:18][C:10]([C:11]([NH:13][S:14]([CH3:17])(=[O:15])=[O:16])=[O:12])=[CH:9][C:8]=2[C:20]2[NH:24][N:23]=[CH:22][CH:21]=2)=[CH:4][C:3]=1[CH2:33][CH3:34] |f:3.4|. Reported procedure: 4-(4-chloro-3-ethylphenoxy)-N-(methylsulfonyl)-3-(1-(tetrahydro-2H-pyran-2-yl)-1H-pyrazol-5-yl)benzamide (Preparation 22, 335 mg, 0.53 mmol) was dissolved in 4M hydrogen chloride in dioxane (5 mL). The reaction mixture was stirred 3 hours then concentrated in vacuo. The crude residue was dissolved in methanol (5 mL) and 12N aqueous solution of hydrochloric acid (0.5 mL) was added. The reaction mixture was stirred for 18 hours at room temperature. The reaction mixture was concentrated to dryness ... Starting materials: [K+].[F-], c1c(c(ccc1C(=O)N(c1c(cccn1)Cl)[C@H]1CN(CCC1)C(OC(C)(C)C)=O)Br)I. The reagents and catalysts are c1ccc(cc1)-c2c3ccccc3cc4ccccc24 (9-Phenylanthracene), P(c1c(C[Pd]OC(C)=O)cccc1)(c1c(cccc1)C)c1c(cccc1)C.P(c1c(C[Pd]OC(C)=O)cccc1)(c1c(cccc1)C)c1c(cccc1)C (cataCXium C). The solvent is CC1CCCO1 (Me-THF). Conditions: temperature 120 celsius, time 18 hour. Yields the product CC(C)(C)OC(=O)N1CCC[C@H](C1)N(C(=O)c2ccc(Br)c(F)c2)c3ncccc3Cl. As a reaction SMILES: [CH3:1][C:2]([O:5][C:6]([N:8]1[CH2:13][C@H:12]([N:14]([c:24]2[c:29]([Cl:30])[cH:28][cH:27][cH:26][n:25]2)[C:15]([c:17]3[cH:23][c:22](I)[c:20]([Br:21])[cH:19][cH:18]3)=[O:16])[CH2:11][CH2:10][CH2:9]1)=[O:7])([CH3:4])[CH3:3]>>[CH3:1][C:2]([O:5][C:6]([N:8]1[CH2:13][C@H:12]([N:14]([c:24]2[c:29]([Cl:30])[cH:28][cH:27][cH:26][n:25]2)[C:15]([c:17]3[cH:23][c:22](F)[c:20]([Br:21])[cH:19][cH:18]3)=[O:16])[CH2:11][CH2:10][CH2:9]1)=[O:7])([CH3:4])[CH3:3]. Reactants: C(N)(=O)[C@@H]1N(CCC1)C(=O)OCC1=CC=CC=C1 ((R)-Benzyl 2-carbamoylpyrrolidine-1-carboxylate). The solvent is COC(N(C)C)OC (dimethylformamide dimethyl acetal). Yields the product CN(C)C=NC(=O)[C@@H]1N(CCC1)C(=O)OCC1=CC=CC=C1 ((R)-Benzyl 2-(((dimethylamino)methylene)carbamoyl)pyrrolidine-1-carboxylate). As a reaction SMILES: [C:1]([C@H:4]1[CH2:8][CH2:7][CH2:6][N:5]1[C:9]([O:11][CH2:12][C:13]1[CH:18]=[CH:17][CH:16]=[CH:15][CH:14]=1)=[O:10])(=[O:3])[NH2:2]>COC(OC)N(C)C>[CH3:4][N:5]([CH:9]=[N:2][C:1]([C@H:4]1[CH2:8][CH2:7][CH2:6][N:5]1[C:9]([O:11][CH2:12][C:13]1[CH:18]=[CH:17][CH:16]=[CH:15][CH:14]=1)=[O:10])=[O:3])[CH3:6]. Reported procedure: A solution of the amide from Example 33 (1.56 g, 6.28 mmol) in 10 mL of dimethylformamide dimethyl acetal was heated to 120° C. for 2 h. After cooling, the solvent was evaporated under high vacuum and the residue was taken to the next step without further purification.